This data is from the Open Reaction Database (ORD), a public repository of structured organic reaction records. The task is: describe an organic reaction: reactants, conditions, products, and yield Reactants: O=C1C=2N=CN(C2N=CN1)CCC(=O)OC1=CC=C(C=C1)[N+](=O)[O-] (3-(1,6-dihydro-6-oxo-9H-purin-9-yl)propanoic acid, 4-nitrophenyl ester), CCN(CC)CCNC(=O)C=1C=CC(=CC1)N.Cl (procainamide hydrochloride), CS(=O)C (dimethylsulfoxide). Solvent: CC(=O)C (acetone). Reaction conditions: temperature 40 celsius, time 20 minute. Yields the product Cl.O=C1C=2N=CN(C2N=CN1)CCC(=O)NC1=CC=C(C(=O)NCCN(CC)CC)C=C1 (4-[[3-(1,6-dihydro-6 -oxo-9H-purin-9-yl)-1-oxopropyl]amino]-N-[2-(diethylamino)ethyl]benzamide monohydrochloride). As a reaction SMILES: [O:1]=[C:2]1[NH:10][CH:9]=[N:8][C:7]2[N:6]([CH2:11][CH2:12][C:13]([O:15]C3C=CC([N+]([O-])=O)=CC=3)=O)[CH:5]=[N:4][C:3]1=2.[CH3:25][CH2:26][N:27]([CH2:30][CH2:31][NH:32][C:33]([C:35]1[CH:36]=[CH:37][C:38]([NH2:41])=[CH:39][CH:40]=1)=[O:34])[CH2:28][CH3:29].[ClH:42].CS(C)=O>CC(C)=O>[ClH:42].[O:1]=[C:2]1[NH:10][CH:9]=[N:8][C:7]2[N:6]([CH2:11][CH2:12][C:13]([NH:41][C:38]3[CH:37]=[CH:36][C:35]([C:33]([NH:32][CH2:31][CH2:30][N:27]([CH2:28][CH3:29])[CH2:26][CH3:25])=[O:34])=[CH:40][CH:39]=3)=[O:15])[CH:5]=[N:4][C:3]1=2 |f:1.2,5.6|. Reported procedure: 0.300 g (0.9111 mmol) of 3-(1,6-dihydro-6-oxo-9H-purin-9-yl)propanoic acid, 4-nitrophenyl ester (AIT-0081) was placed into a 10 ml round bottom flask with 0.250 g (0.9198 mmol) of procainamide hydrochloride. 2 ml of dimethylsulfoxide was added and the solution was heated to 40° C. for four days. The solution was then poured into 40 ml acetone and was stirred vigorously for 20 minutes. The solid was collected by vacuum filtration and washed with acetone. The solid was placed into a 25 ml round bo... Procedure details: To a 500 mL round bottomed flask with a stirring bar and an argon inlet was added 4-(1,1-dimethylethoxycarbonylamino)phenol (8.20 g, 39.19 mmol), Cs2CO3 (25.54 g, 78.38 mmol), DMF (75 mL), and ethyl bromoacetate (4.78 mL, 43.11 mmol). This heterogeneous mixture was stirred at ambient temperature for 3.5 h. The mixture was diluted with a little CHCl3 and filtered through a frit to remove the salts. The DMF was removed under high vacuum and the residue was suspended in 500 mL of EtOAc. This mixtur... Reaction conditions: time 3.5 hour. The solvent is C(Cl)(Cl)Cl (CHCl3). Reactants: CC(C)(OC(=O)NC1=CC=C(C=C1)O)C (4-(1,1-dimethylethoxycarbonylamino)phenol), C(=O)([O-])[O-].[Cs+].[Cs+] (Cs2CO3), CN(C)C=O (DMF), BrCC(=O)OCC (ethyl bromoacetate). RXN SMILES: [CH3:1][C:2]([CH3:15])([O:4][C:5]([NH:7][C:8]1[CH:13]=[CH:12][C:11]([OH:14])=[CH:10][CH:9]=1)=[O:6])[CH3:3].C([O-])([O-])=O.[Cs+].[Cs+].CN(C=O)C.Br[CH2:28][C:29]([O:31][CH2:32][CH3:33])=[O:30]>C(Cl)(Cl)Cl>[CH3:3][C:2]([CH3:15])([O:4][C:5]([NH:7][C:8]1[CH:9]=[CH:10][C:11]([O:14][CH2:28][C:29]([O:31][CH2:32][CH3:33])=[O:30])=[CH:12][CH:13]=1)=[O:6])[CH3:1] |f:1.2.3|. The yield is 102.8%. The product is CC(C)(OC(=O)NC1=CC=C(OCC(=O)OCC)C=C1)C (ethyl (4-(1,1-dimethylethoxycarbonylamino)phenoxy)acetate).